From a dataset of the Open Reaction Database (ORD), a public repository of structured organic reaction records. describe an organic reaction: reactants, conditions, products, and yield Reactants: CCNC(=O)OC1(C(=O)COC(C)=O)C(C)CC2C3CCC4=CC(=O)C=CC4(C)C3(F)C(O[Si](C)(C)C)CC21C, CC#N. Yields the product CCNC(=O)OC1(C(=O)COC(C)=O)C(C)CC2C3CCC4=CC(=O)C=CC4(C)C3(F)C(O)CC21C. As a reaction SMILES: [CH2:1]([CH3:2])[NH:3][C:4]([O:5][C:6]1([C:7]([CH2:8][O:9][C:10]([CH3:11])=[O:12])=[O:13])[CH:14]([CH3:39])[CH2:15][CH:16]2[CH:17]3[CH2:18][CH2:19][C:20]4=[CH:21][C:22](=[O:38])[CH:23]=[CH:24][C:25]4([CH3:26])[C:27]3([F:37])[CH:28]([O:32][Si:33]([CH3:34])([CH3:35])[CH3:36])[CH2:29][C:30]12[CH3:31])=[O:40].[CH3:41][C:42]#[N:43]>>[CH2:1]([CH3:2])[NH:3][C:4]([O:5][C:6]1([C:7]([CH2:8][O:9][C:10]([CH3:11])=[O:12])=[O:13])[CH:14]([CH3:39])[CH2:15][CH:16]2[CH:17]3[CH2:18][CH2:19][C:20]4=[CH:21][C:22](=[O:38])[CH:23]=[CH:24][C:25]4([CH3:26])[C:27]3([F:37])[CH:28]([OH:32])[CH2:29][C:30]12[CH3:31])=[O:40]. Procedure: After dissolving 65 mg of N-cyclopropyl-N′-(4-(6-(4-(2-diethylaminoethoxy)-phenyl)-7-(2-trimethylsilanylethoxymethyl)-7H-pyrrolo[2,3-d]pyrimidin-4-yloxy)-2-fluorophenyl)urea in 2 ml of tetrahydrofuran, there was added dropwise 0.5 ml of tetrabutylammonium fluoride (1M tetrahydrofuran solution) and the mixture was refluxed for 3 hours. After returning it to room temperature, water was added, the mixture was stirred, and the precipitated crystals were filtered out, washed with water and ether-hexa... The reactants are [F-].C(CCC)[N+](CCCC)(CCCC)CCCC (tetrabutylammonium fluoride), C1(CC1)NC(=O)NC1=C(C=C(C=C1)OC=1C2=C(N=CN1)N(C(=C2)C2=CC=C(C=C2)OCCN(CC)CC)COCC[Si](C)(C)C)F (N-cyclopropyl-N′-(4-(6-(4-(2-diethylaminoethoxy)-phenyl)-7-(2-trimethylsilanylethoxymethyl)-7H-pyrrolo[2,3-d]pyrimidin-4-yloxy)-2-fluorophenyl)urea), O (water). Run in O1CCCC1 (tetrahydrofuran). Reaction SMILES: [CH:1]1([NH:4][C:5]([NH:7][C:8]2[CH:13]=[CH:12][C:11]([O:14][C:15]3[C:16]4[CH:23]=[C:22]([C:24]5[CH:29]=[CH:28][C:27]([O:30][CH2:31][CH2:32][N:33]([CH2:36][CH3:37])[CH2:34][CH3:35])=[CH:26][CH:25]=5)[N:21](COCC[Si](C)(C)C)[C:17]=4[N:18]=[CH:19][N:20]=3)=[CH:10][C:9]=2[F:46])=[O:6])[CH2:3][CH2:2]1.[F-].C([N+](CCCC)(CCCC)CCCC)CCC.O>O1CCCC1>[CH:1]1([NH:4][C:5]([NH:7][C:8]2[CH:13]=[CH:12][C:11]([O:14][C:15]3[C:16]4[CH:23]=[C:22]([C:24]5[CH:29]=[CH:28][C:27]([O:30][CH2:31][CH2:32][N:33]([CH2:36][CH3:37])[CH2:34][CH3:35])=[CH:26][CH:25]=5)[NH:21][C:17]=4[N:18]=[CH:19][N:20]=3)=[CH:10][C:9]=2[F:46])=[O:6])[CH2:2][CH2:3]1 |f:1.2|. Yields the product C1(CC1)NC(=O)NC1=C(C=C(C=C1)OC=1C2=C(N=CN1)NC(=C2)C2=CC=C(C=C2)OCCN(CC)CC)F (N-Cyclopropyl-N′-(4-(6-(4-(2-diethylaminoethoxy)-phenyl)-7H-pyrrolo[2,3-d]pyrimidin-4-yloxy)-2-fluorophenyl)urea). Yield: 48.1%. The solvent is CO (methanol). Procedure details: This pyridine compound (5.18 g, 0.015 mole) was dissolved in the minimal amount of methanol and converted to the hydrochloride salt via ethereal hydrogen chloride. All solvents were removed and the volume was adjusted to 100 ml using methanol. To this methanol solution was added 1.4 g of platinum oxide and the reaction mixture was hydrogenated for 1 hr at room temperature. The methanol was removed by rotary evaporator and the residue was partitioned between dilute base and methylene chloride. Re... The yield is 60.0%. Yields the product C(C)OC(COC(COC1=C(C=CC=C1)OCC)C1NCCCC1)=O (2-[2-(2-Ethoxyphenoxy)-1-(2-piperidinyl)ethoxy]acetic acid ethyl ester). The reactants are hydrochloride salt, C(C)OC(COC(COC1=C(C=CC=C1)OCC)C1=NC=CC=C1)=O (2-[2-(2-ethoxy-phenoxy)-1-(2-pyridinyl)ethoxy]acetic acid ethyl ester), Cl (hydrogen chloride). As a reaction SMILES: [CH2:1]([O:3][C:4](=[O:25])[CH2:5][O:6][CH:7]([C:19]1[CH:24]=[CH:23][CH:22]=[CH:21][N:20]=1)[CH2:8][O:9][C:10]1[CH:15]=[CH:14][CH:13]=[CH:12][C:11]=1[O:16][CH2:17][CH3:18])[CH3:2].Cl>CO>[CH2:1]([O:3][C:4](=[O:25])[CH2:5][O:6][CH:7]([CH:19]1[CH2:24][CH2:23][CH2:22][CH2:21][NH:20]1)[CH2:8][O:9][C:10]1[CH:15]=[CH:14][CH:13]=[CH:12][C:11]=1[O:16][CH2:17][CH3:18])[CH3:2]. Run at time 1 hour. Reactants: CC(c1ccc(Br)cc1)N1CCC(CCCO)(c2ccc(F)cc2)OC1=O, COc1cc(B(O)O)ccn1. The product is COc1cc(-c2ccc(C(C)N3CCC(CCCO)(c4ccc(F)cc4)OC3=O)cc2)ccn1. RXN SMILES: [Br:1][c:2]1[cH:3][cH:4][c:5]([CH:8]([CH3:9])[N:10]2[C:11](=[O:27])[O:12][C:13]([CH2:16][CH2:17][CH2:18][OH:19])([c:20]3[cH:21][cH:22][c:23]([F:26])[cH:24][cH:25]3)[CH2:14][CH2:15]2)[cH:6][cH:7]1.[CH3:28][O:29][c:30]1[n:31][cH:32][cH:33][c:34]([B:36]([OH:37])[OH:38])[cH:35]1>>[c:2]1(-[c:34]2[cH:33][cH:32][n:31][c:30]([O:29][CH3:28])[cH:35]2)[cH:3][cH:4][c:5]([CH:8]([CH3:9])[N:10]2[C:11](=[O:27])[O:12][C:13]([CH2:16][CH2:17][CH2:18][OH:19])([c:20]3[cH:21][cH:22][c:23]([F:26])[cH:24][cH:25]3)[CH2:14][CH2:15]2)[cH:6][cH:7]1.